From a dataset of the Open Reaction Database (ORD), a public repository of structured organic reaction records. describe an organic reaction: reactants, conditions, products, and yield Starting materials: COC=1C=C2CCC(OC2=CC1)C(=O)O ((RS)-6-Methoxy-chroman-2-carboxylic acid), Cl.[NH+]1=CC=CC=C1 (pyridinium hydrochloride), O (H2O). The solvent is CCOC(=O)C (EtOAc). The product is OC=1C=C2CCC(OC2=CC1)C(=O)O ((RS)-6-hydroxy-chroman-2-carboxylic acid). Yield: 90.1%. Reaction SMILES: C[O:2][C:3]1[CH:4]=[C:5]2[C:10](=[CH:11][CH:12]=1)[O:9][CH:8]([C:13]([OH:15])=[O:14])[CH2:7][CH2:6]2.Cl.[NH+]1C=CC=CC=1.O>CCOC(C)=O>[OH:2][C:3]1[CH:4]=[C:5]2[C:10](=[CH:11][CH:12]=1)[O:9][CH:8]([C:13]([OH:15])=[O:14])[CH2:7][CH2:6]2 |f:1.2|. Procedure details: (RS)-6-Methoxy-chroman-2-carboxylic acid (1.12 g, 5.37 mmol) and pyridinium hydrochloride (11.2 g, 96.6 mmol) were heated together at 180° C. for 2 hr under argon with stirring. After cooling to ambient temperature H2O (100 ml) and EtOAc (50 ml) was added and shaken. The aqueous phase was extracted with EtOAc (50 ml) and the combined organic extracts were washed with satd. NaCl solution (50 ml) and then dried with Na2SO4 and evaporated to afford (RS)-6-hydroxy-chroman-2-carboxylic acid as white ... The reactants are C1(=CC=C(C=C1)OCCCCCCOC(=O)C=1C(=CC=C(C1)[N+](=O)[O-])C=1C(=CC(=CC1)[N+](=O)[O-])C(=O)OCCCCCCOC1=CC=C(C=C1)C1=CC=CC=C1)C1=CC=CC=C1 (Bis{6-[4-biphenyloxy]hexyl}4,4′-dinitro-2,2′-biphenyldicarboxylate). The reagents and catalysts are [Pd] (palladium on activated carbon). Run in O1CCCC1 (tetrahydrofuran). Run at time 24 hour. The product is C1(=CC=C(C=C1)OCCCCCCOC(=O)C=1C(=CC=C(C1)N)C=1C(=CC(=CC1)N)C(=O)OCCCCCCOC1=CC=C(C=C1)C1=CC=CC=C1)C1=CC=CC=C1 (Bis{6-[4-biphenyloxy]hexyl}4,4′-diamino-2,2′-biphenyldicarboxylate). As a reaction SMILES: [C:1]1([C:57]2[CH:62]=[CH:61][CH:60]=[CH:59][CH:58]=2)[CH:6]=[CH:5][C:4]([O:7][CH2:8][CH2:9][CH2:10][CH2:11][CH2:12][CH2:13][O:14][C:15]([C:17]2[C:18]([C:26]3[C:27]([C:35]([O:37][CH2:38][CH2:39][CH2:40][CH2:41][CH2:42][CH2:43][O:44][C:45]4[CH:50]=[CH:49][C:48]([C:51]5[CH:56]=[CH:55][CH:54]=[CH:53][CH:52]=5)=[CH:47][CH:46]=4)=[O:36])=[CH:28][C:29]([N+:32]([O-])=O)=[CH:30][CH:31]=3)=[CH:19][CH:20]=[C:21]([N+:23]([O-])=O)[CH:22]=2)=[O:16])=[CH:3][CH:2]=1>[Pd].O1CCCC1>[C:1]1([C:57]2[CH:62]=[CH:61][CH:60]=[CH:59][CH:58]=2)[CH:2]=[CH:3][C:4]([O:7][CH2:8][CH2:9][CH2:10][CH2:11][CH2:12][CH2:13][O:14][C:15]([C:17]2[C:18]([C:26]3[C:27]([C:35]([O:37][CH2:38][CH2:39][CH2:40][CH2:41][CH2:42][CH2:43][O:44][C:45]4[CH:50]=[CH:49][C:48]([C:51]5[CH:52]=[CH:53][CH:54]=[CH:55][CH:56]=5)=[CH:47][CH:46]=4)=[O:36])=[CH:28][C:29]([NH2:32])=[CH:30][CH:31]=3)=[CH:19][CH:20]=[C:21]([NH2:23])[CH:22]=2)=[O:16])=[CH:5][CH:6]=1. Procedure: Bis{6-[4-biphenyloxy]hexyl}4,4′-dinitro-2,2′-biphenyldicarboxylate (8) (2.26 g, 2.70 mol), palladium on activated carbon (5%, 0.31 g), and tetrahydrofuran (50 ml) were added to a hydrogenation bottle. The bottle was secured on a Parr hydrogenation apparatus, flushed five times with hydrogen, then pressurized with hydrogen to 56 psi. The pressure was maintained and the vessel was agitated for 24 hours. After the reaction mixture was filtered and about 100 ml of hexanes were added to recrystallize... Starting materials: Cl.C(#N)[C@H]1NCCC1 ((S)-2-Cyano-pyrrolidine hydrochloride), C(C)N1CCOCC1 (N-ethylmorpholine), COC(=O)C1=NC2=CC(=CC=C2C(=C1)OCC(=O)O)C (4-Carboxymethoxy-7-methyl-quinoline-2-carboxylic acid methyl ester), FC1=C(C(=C(C(=C1O)F)F)F)F (pentafluorophenol). The solvent is C(Cl)Cl (DCM), CN(C)C=O (DMF), CN(C)C=O (DMF), C(CCl)Cl (EDC). The product is COC(=O)C1=NC2=CC(=CC=C2C(=C1)OCC(=O)N1[C@@H](CCC1)C#N)C (4-[2-((S)-2-Cyano-pyrrolidin-1-yl)-2-oxo-ethoxy]-7-methyl-quinoline-2-carboxylic acid methyl ester). Reaction SMILES: [CH3:1][O:2][C:3]([C:5]1[CH:14]=[C:13]([O:15][CH2:16][C:17]([OH:19])=O)[C:12]2[C:7](=[CH:8][C:9]([CH3:20])=[CH:10][CH:11]=2)[N:6]=1)=[O:4].FC1C(O)=C(F)C(F)=C(F)C=1F.Cl.[C:34]([C@@H:36]1[CH2:40][CH2:39][CH2:38][NH:37]1)#[N:35].C(N1CCOCC1)C>CN(C=O)C.C(Cl)Cl.C(Cl)CCl>[CH3:1][O:2][C:3]([C:5]1[CH:14]=[C:13]([O:15][CH2:16][C:17]([N:37]2[CH2:38][CH2:39][CH2:40][C@H:36]2[C:34]#[N:35])=[O:19])[C:12]2[C:7](=[CH:8][C:9]([CH3:20])=[CH:10][CH:11]=2)[N:6]=1)=[O:4] |f:2.3|. Procedure details: To a solution of 1000 mg 4-Carboxymethoxy-7-methyl-quinoline-2-carboxylic acid methyl ester in 5 ml DMF were added 956 mg pentafluorophenol and 994 mg EDC. The mixture was stirred under exclusion of moisture until LCMS indicated complete conversion to the corresponding pentafluorophenolester. (S)-2-Cyano-pyrrolidine hydrochloride (437 mg) was mixed with 1.3 ml N-ethylmorpholine and 10 ml DMF and this mixture added dropwise to the solution of the pentafluorophenolester. After 12 h the reaction mi... Starting materials: NC1=CC=C(C=N1)OC=1C=C(C=CC1C)NC(C1=CC(=CC=C1)C(C)(C)C#N)=O (N-{3-[(6-aminopyridin-3-yl)oxy]-4-methylphenyl}-3-(1-cyano-1-methylethyl)benzamide), C(OCC)(=O)N=C=S (ethyl isothiocyanatocarbonate), O (Water). Solvent: CS(=O)C (dimethyl sulfoxide). Run at time 6 hour. Product: C(#N)C(C)(C)C=1C=C(C=CC1)C(=O)NC=1C=CC(=C(OC=2C=CC(=NC2)NC(=S)NC(OCC)=O)C1)C (ethyl ({5-[5-({[3-(1-cyano-1-methylethyl)phenyl]carbonyl}amino)-2-methylphenoxy]pyridin-2-yl}carbamothioyl)carbamate). Reaction SMILES: [NH2:1][C:2]1[N:7]=[CH:6][C:5]([O:8][C:9]2[CH:10]=[C:11]([NH:16][C:17](=[O:29])[C:18]3[CH:23]=[CH:22][CH:21]=[C:20]([C:24]([C:27]#[N:28])([CH3:26])[CH3:25])[CH:19]=3)[CH:12]=[CH:13][C:14]=2[CH3:15])=[CH:4][CH:3]=1.[C:30]([N:35]=[C:36]=[S:37])(=[O:34])[O:31][CH2:32][CH3:33].O>CS(C)=O>[C:27]([C:24]([C:20]1[CH:19]=[C:18]([C:17]([NH:16][C:11]2[CH:12]=[CH:13][C:14]([CH3:15])=[C:9]([CH:10]=2)[O:8][C:5]2[CH:4]=[CH:3][C:2]([NH:1][C:36]([NH:35][C:30](=[O:34])[O:31][CH2:32][CH3:33])=[S:37])=[N:7][CH:6]=2)=[O:29])[CH:23]=[CH:22][CH:21]=1)([CH3:26])[CH3:25])#[N:28]. Procedure details: To a solution of N-{3-[(6-aminopyridin-3-yl)oxy]-4-methylphenyl}-3-(1-cyano-1-methylethyl)benzamide (4.71 g, 12.2 mmol) in dimethyl sulfoxide (100 mL) was added ethyl isothiocyanatocarbonate (1.73 mL, 14.6 mmol), and the mixture was stirred at room temperature for 6 hr. Water (300 mL) was added to the reaction mixture, and the mixture was extracted with ethyl acetate (200 mL, 50 mL). The combined organic layer was washed with saturated brine (50 mL) and dried over anhydrous magnesium sulfate. Th... The reactants are ClC1=NC=2N(C3=C1C=CC=N3)N=CC2 (5-chloropyrazolo[1,5-a]pyrido[3,2-e]pyrimidine), C(C)NCC (diethylamine). Product: C(C)N(C1=NC=2N(C3=C1C=CC=N3)N=CC2)CC (N,N-Diethylpyrazolo[1,5-a]pyrido[3,2-e]pyrimidin-5-amine). RXN SMILES: Cl[C:2]1[C:7]2[CH:8]=[CH:9][CH:10]=[N:11][C:6]=2[N:5]2[N:12]=[CH:13][CH:14]=[C:4]2[N:3]=1.[CH2:15]([NH:17][CH2:18][CH3:19])[CH3:16]>>[CH2:15]([N:17]([CH2:18][CH3:19])[C:2]1[C:7]2[CH:8]=[CH:9][CH:10]=[N:11][C:6]=2[N:5]2[N:12]=[CH:13][CH:14]=[C:4]2[N:3]=1)[CH3:16]. Procedure details: 2.04 g. of 5-chloropyrazolo[1,5-a]pyrido[3,2-e]pyrimidine of Example 1c are added to 20 ml. of diethylamine. The solution is refluxed for 5 hours. The excess diethylamine is distilled off and the residue is treated with 5 ml. water and extracted three times with 10 ml. portions of ethyl acetate. The organic layers are combined, dried over sodium sulfate, filtered and evaporated to dryness. The residual N,N-diethylpyrazolo[1,5-a]pyrido[3,2-e]pyrimidin-5-amine is recrystallized from ethyl acetate/... The reactants are 1,3-diphenyl-imidazolidin-(2)-ylidene, C1(=CC=CC=C1)C=1NC2=CC=CC=C2C1 (2-phenylindole), CN(C=O)C (dimethylformamide). Product: C1(=CC=CC=C1)C=1NC2=CC=CC=C2C1C1N(CCN1C1=CC=CC=C1)C1=CC=CC=C1 (2-(2-phenylindol-3-yl)-1,3-diphenyl-imidazolidine), crystals. As a reaction SMILES: [C:1]1([C:7]2[NH:8][C:9]3[C:14]([CH:15]=2)=[CH:13][CH:12]=[CH:11][CH:10]=3)[CH:6]=[CH:5][CH:4]=[CH:3][CH:2]=1.[CH3:16][N:17]([CH3:20])[CH:18]=O>>[C:1]1([C:7]2[NH:8][C:9]3[C:14]([C:15]=2[CH:16]2[N:8]([C:9]4[CH:10]=[CH:11][CH:12]=[CH:13][CH:14]=4)[CH2:7][CH2:18][N:17]2[C:20]2[CH:5]=[CH:6][CH:1]=[CH:2][CH:3]=2)=[CH:13][CH:12]=[CH:11][CH:10]=3)[CH:6]=[CH:5][CH:4]=[CH:3][CH:2]=1. Procedure details: 4.44 parts by weight of bis-[1,3-diphenyl-imidazolidin-(2)-ylidene] and 3.86 parts by weight of 2-phenylindole in 20 parts by volume of dimethylformamide are heated under nitrogen for 5 hours to boiling point. A little unreacted bis-[ 1,3-diphenyl-imidazolidin-(2)-ylidene] is filtered off while still warm, the solvent is removed partly in vacuo and 2-(2-phenylindol-3-yl)-1,3-diphenyl-imidazolidine is obtained in the form of colourless crystals melting at 237°-238° C (from toluene) ##STR15##